Dataset: the Open Reaction Database (ORD), a public repository of structured organic reaction records. Task: describe an organic reaction: reactants, conditions, products, and yield Starting materials: CCO, CCOC(C)=O, [H][H], O=C(c1ccc([N+](=O)[O-])cc1)N1Cc2nccn2Cc2ccccc21. Yields the product Nc1ccc(C(=O)N2Cc3nccn3Cc3ccccc32)cc1. Reaction SMILES: [CH2:34]([OH:35])[CH3:36].[CH3:26][CH2:27][O:28][C:29](=[O:30])[CH3:31].[H:32][H:33].[N+:1]([O-:2])(=[O:3])[c:4]1[cH:5][cH:6][c:7]([C:8](=[O:9])[N:10]2[CH2:11][c:12]3[n:13]([cH:21][cH:22][n:23]3)[CH2:14][c:15]3[c:16]2[cH:17][cH:18][cH:19][cH:20]3)[cH:24][cH:25]1>>[NH2:1][c:4]1[cH:5][cH:6][c:7]([C:8](=[O:9])[N:10]2[CH2:11][c:12]3[n:13]([cH:21][cH:22][n:23]3)[CH2:14][c:15]3[c:16]2[cH:17][cH:18][cH:19][cH:20]3)[cH:24][cH:25]1. Reactants: O1[C@@H](C1)COS(=O)(=O)C1=CC(=CC=C1)[N+](=O)[O-] ((2S)-oxiran-2-ylmethyl-3-nitrobenzenesulfonate), C1(CC1)NC(C1=C(C=C(C=C1)OC(C1=CC=CC=C1)(C1=CC=CC=C1)C1=CC=CC=C1)O)=O (N-cyclopropyl-2-hydroxy-4-(trityloxy)benzamide), C([O-])([O-])=O.[Cs+].[Cs+] (cesium carbonate), C(=O)([O-])[O-].[Cs+].[Cs+] (Cs2CO3). Run in CN(C=O)C (dimethylformamide). Conditions: time 8 hour. Yields the product C1(CC1)NC(C1=C(C=C(C=C1)OC(C1=CC=CC=C1)(C1=CC=CC=C1)C1=CC=CC=C1)OC[C@H]1OC1)=O (N-Cyclopropyl-2-[(2S)-oxiran-2-ylmethoxy]4-(trityloxy)benzamide). Yield: 70.9%. RXN SMILES: [O:1]1[CH2:3][C@H:2]1[CH2:4]OS(C1C=CC=C([N+]([O-])=O)C=1)(=O)=O.[CH:18]1([NH:21][C:22](=[O:50])[C:23]2[CH:28]=[CH:27][C:26]([O:29][C:30]([C:43]3[CH:48]=[CH:47][CH:46]=[CH:45][CH:44]=3)([C:37]3[CH:42]=[CH:41][CH:40]=[CH:39][CH:38]=3)[C:31]3[CH:36]=[CH:35][CH:34]=[CH:33][CH:32]=3)=[CH:25][C:24]=2[OH:49])[CH2:20][CH2:19]1.C(=O)([O-])[O-].[Cs+].[Cs+]>CN(C)C=O>[CH:18]1([NH:21][C:22](=[O:50])[C:23]2[CH:28]=[CH:27][C:26]([O:29][C:30]([C:31]3[CH:36]=[CH:35][CH:34]=[CH:33][CH:32]=3)([C:37]3[CH:38]=[CH:39][CH:40]=[CH:41][CH:42]=3)[C:43]3[CH:44]=[CH:45][CH:46]=[CH:47][CH:48]=3)=[CH:25][C:24]=2[O:49][CH2:4][C@@H:2]2[CH2:3][O:1]2)[CH2:19][CH2:20]1 |f:2.3.4|. Procedure: A mixture of (2S)-oxiran-2-ylmethyl-3-nitrobenzenesulfonate (119 mg, 0.459 mmol), N-cyclopropyl-2-hydroxy-4-(trityloxy)benzamide (200 mg, 0.459 mmol) and cesium carbonate, Cs2CO3, (186.2 mg, 0.573 mmol) in dimethylformamide (3 mL) was kept on stirring at room temperature overnight. The reaction mixture was partitioned between ethyl acetate and water. The organic layer was dried over sodium sulphate, Na2SO4, filtered, concentrated and the residue was purified by silica gel flash chromatography (0... RXN SMILES: CN(C)[CH:3]=[CH:4][C:5]([C:7]1[S:8][CH:9]=[CH:10][CH:11]=1)=O.[N+]([O-])(O)=O.[F:17][C:18]([F:33])([O:22][C:23]1[CH:24]=[C:25]([NH:29][C:30]([NH2:32])=[NH:31])[CH:26]=[CH:27][CH:28]=1)[CH:19]([F:21])[F:20]>>[F:17][C:18]([F:33])([O:22][C:23]1[CH:24]=[C:25]([NH:29][C:30]2[N:32]=[C:5]([C:7]3[S:8][CH:9]=[CH:10][CH:11]=3)[CH:4]=[CH:3][N:31]=2)[CH:26]=[CH:27][CH:28]=1)[CH:19]([F:20])[F:21] |f:1.2|. The product is FC(C(F)F)(OC=1C=C(C=CC1)NC1=NC=CC(=N1)C=1SC=CC1)F (N-[3-(1,1,2,2-tetrafluoroethoxy)phenyl]-4-(2-thienyl)-2-pyrimidine-amine). The reactants are CN(C=CC(=O)C=1SC=CC1)C (3-dimethylamino-1-(2-thienyl)-2-propen-1-one), [N+](=O)(O)[O-].FC(C(F)F)(OC=1C=C(C=CC1)NC(=N)N)F (3-(1,1,2,2-tetrafluoroethoxy)phenylguanidine nitrate). Procedure: In accordance with the eneral procedure described in Example 1, reaction of 100 mg (0.55 mmol) of 3-dimethylamino-1-(2-thienyl)-2-propen-1-one [described in EP-A-0 233 461] and 173 mg (0.55 mmol) of 3-(1,1,2,2-tetrafluoroethoxy)phenylguanidine nitrate gives N-[3-(1,1,2,2-tetrafluoroethoxy)phenyl]-4-(2-thienyl)-2-pyrimidine-amine; FAB-MS:370 (M+ +1), m.p. 115°-116°, Rf =0.95 (ethyl acetate). Starting materials: COC=1C=C2C=CNC(C2=CC1OC)=O (6,7-Dimethoxy-isoquinolinone), [N+](=O)(O)[O-].OS(=O)(=O)O (HNO3 H2SO4), ice water. Solvent: S(O)(O)(=O)=O (sulphuric acid). Run at time 8 hour. The product is COC=1C=C2C=CN=CC2=C(C1OC)[N+](=O)[O-] (6,7-Dimethoxy-8-nitro-isoquinoline). RXN SMILES: [CH3:1][O:2][C:3]1[CH:4]=[C:5]2[C:10](=[CH:11][C:12]=1[O:13][CH3:14])[C:9](=O)[NH:8][CH:7]=[CH:6]2.[N+:16]([O-])([OH:18])=[O:17].OS(O)(=O)=O>S(=O)(=O)(O)O>[CH3:1][O:2][C:3]1[CH:4]=[C:5]2[C:10](=[C:11]([N+:16]([O-:18])=[O:17])[C:12]=1[O:13][CH3:14])[CH:9]=[N:8][CH:7]=[CH:6]2 |f:1.2|. Reported procedure: To a solution of 6,7-Dimethoxy-isoquinolinone (2.88 g) in sulphuric acid (20 ml) at 5-10° C. was added 2 M HNO3—H2SO4-solution (8 ml) and the reaction mixture stirred overnight at ambient temperature. The reaction mixture was poured into ice water, pH adjusted to 12 and the product extracted in methylene chloride. The methylene chloride phase was extracted with 1 M HCl , the pH of the aqueous phase adjusted to 12 and extracted into methylene chloride, dried and evaporated. Yield: 2.5 g. Starting materials: [Cr](=O)(=O)([O-])O[Cr](=O)(=O)[O-].[NH+]1=CC=CC=C1.[NH+]1=CC=CC=C1 (Pyridinium dichromate), C(C)(C)(C)OC(NCCCCCCO)=O (t-butyl-(6-hydroxyhexyl)carbamate). The solvent is ClCCl (dichloromethane), C(C)OCC.CCCCC (diethylether pentane). Reaction conditions: time 24 hour. Product: C(C)(C)(C)OC(NCCCCCC=O)=O (t-butyl-(5-formylpentyl)carbamate). The yield is 79.9%. As a reaction SMILES: [Cr](O[Cr]([O-])(=O)=O)([O-])(=O)=O.[NH+]1C=CC=CC=1.[NH+]1C=CC=CC=1.[C:22]([O:26][C:27](=[O:36])[NH:28][CH2:29][CH2:30][CH2:31][CH2:32][CH2:33][CH2:34][OH:35])([CH3:25])([CH3:24])[CH3:23]>ClCCl.C(OCC)C.CCCCC>[C:22]([O:26][C:27](=[O:36])[NH:28][CH2:29][CH2:30][CH2:31][CH2:32][CH2:33][CH:34]=[O:35])([CH3:25])([CH3:23])[CH3:24] |f:0.1.2,5.6|. Reported procedure: Pyridinium dichromate (13.5 g, 0.036 mol) is added to a solution of t-butyl-(6-hydroxyhexyl)carbamate (5.88 g, 24 mmol) in dichloromethane (40 ml). After stirring for 24 hours, the reaction mixture is diluted with diethylether/pentane (1:1), filtered through Florisil and concentrated to yield t-butyl-(5-formylpentyl)carbamate (4.13 g, 80%). The reactants are [I-].[Na+] (sodium iodide), CCCCCC.C(C)(=O)OCC (hexane ethyl acetate), C[O-].[Na+] (sodium methoxide), ClC=1C=C(OC(C(=O)NC(C#CCCCCl)(C)C)CC)C=C(C1)Cl (2-(3,5-dichlorophenoxy)-N-(1-chloro-6-methylhept-4-yn-6-yl) butyramide), C[O-].[Na+] (sodium methoxide). Solvent: O (water), CO (methanol). Run at time 4 hour. Product: ClC=1C=C(OC(C(=O)NC(C#CCCCOC)(C)C)CC)C=C(C1)Cl (2-(3,5-dichlorophenoxy)-N-(1-methoxy-6-methylhept-4-yn-6-yl) butyramide). As a reaction SMILES: C[O-].[Na+].[Cl:4][C:5]1[CH:6]=[C:7]([CH:24]=[C:25]([Cl:27])[CH:26]=1)[O:8][CH:9]([CH2:22][CH3:23])[C:10]([NH:12][C:13]([CH3:21])([CH3:20])[C:14]#[C:15][CH2:16][CH2:17][CH2:18]Cl)=[O:11].[I-].[Na+].CCCCCC.[C:36](OCC)(=[O:38])C>CO.O>[Cl:4][C:5]1[CH:6]=[C:7]([CH:24]=[C:25]([Cl:27])[CH:26]=1)[O:8][CH:9]([CH2:22][CH3:23])[C:10]([NH:12][C:13]([CH3:21])([CH3:20])[C:14]#[C:15][CH2:16][CH2:17][CH2:18][O:38][CH3:36])=[O:11] |f:0.1,3.4,5.6|. Reported procedure: To a stirred solution of sodium methoxide (prepared from sodium, 0.014 g) in methanol (2 ml) at ambient temperature was added 2-(3,5-dichlorophenoxy)-N-(1-chloro-6-methylhept-4-yn-6-yl) butyramide (0.20 g) followed by further sodium methoxide (0.3 g) and sodium iodide (0.1 g). The mixture was stirred at ambient temperature under an atmosphere of nitrogen for 4 hours, heated to reflux for a total of 10 hours, cooled to ambient temperature then stored for 18 hours. The reaction mixture was diluted...